Task: describe an organic reaction: reactants, conditions, products, and yield. Dataset: the Open Reaction Database (ORD), a public repository of structured organic reaction records The reactants are COC=1C=CC(=C(C1)NCCO)[N+](=O)[O-] (2-((5-methoxy-2-nitrophenyl)amino)ethanol). Reagents/catalysts: [Pd] (Pd/C). Run in CCO (EtOH). Conditions: time 18 hour. The product is NC1=C(C=C(C=C1)OC)NCCO (2-((2-amino-5-methoxyphenyl)amino)ethanol). Reaction SMILES: [CH3:1][O:2][C:3]1[CH:4]=[CH:5][C:6]([N+:13]([O-])=O)=[C:7]([NH:9][CH2:10][CH2:11][OH:12])[CH:8]=1>[Pd].CCO>[NH2:13][C:6]1[CH:5]=[CH:4][C:3]([O:2][CH3:1])=[CH:8][C:7]=1[NH:9][CH2:10][CH2:11][OH:12]. Procedure details: To a round bottom flask, 2-((5-methoxy-2-nitrophenyl)amino)ethanol (1.43 g, 6.74 mmol), Pd/C (150 mg) and EtOH (30 mL, degassed) was added. The flask was evacuated and backfilled with H2 and the reaction mixture was stirred under H2-atmosphere at rt for 18 h. The reaction mixture was filtered over celite, washed with MeOH and the solvent was removed under reduced pressure to yield 2-((2-amino-5-methoxyphenyl)amino)ethanol as a red solid which was used as such without further purification. LC-MS ...